Dataset: the Open Reaction Database (ORD), a public repository of structured organic reaction records. Task: describe an organic reaction: reactants, conditions, products, and yield The reactants are BrCCCCBr, O=S(=O)(c1ccccc1)C1(S(=O)(=O)c2ccccc2)CCC1. Product: O=S(=O)(c1ccccc1)C1(CCCCBr)CCC1. RXN SMILES: [Br:23][CH2:24][CH2:25][CH2:26][CH2:27][Br:28].[c:1]1([S:2](=[O:3])(=[O:4])[C:10]2([S:14](=[O:15])(=[O:16])[c:17]3[cH:18][cH:19][cH:20][cH:21][cH:22]3)[CH2:11][CH2:12][CH2:13]2)[cH:5][cH:6][cH:7][cH:8][cH:9]1>>[C:10]1([S:14](=[O:15])(=[O:16])[c:17]2[cH:18][cH:19][cH:20][cH:21][cH:22]2)([CH2:27][CH2:26][CH2:25][CH2:24][Br:23])[CH2:11][CH2:12][CH2:13]1. The reactants are C(C1=CC=CC=C1)Br (benzyl bromide), C1=CN=C2N1C1=C(NC2=O)C=2C=CC=CC2C1 (5H,10H-imidazo-[1,2-a]indeno[1,2-e]pyrazin-4-one), [H-].[Na+] (sodium hydride), [H-].[Na+] (sodium hydride), O (water). Solvent: C(C)(=O)O (acetic acid), CS(=O)C (dimethyl sulphoxide). Run at temperature 45 celsius, time 2 hour. The product is C(C1=CC=CC=C1)C1(C=2C=CC=CC2C=2NC(C=3N(C21)C=CN3)=O)CC3=CC=CC=C3 (10,10-dibenzyl-5H,10H-imidazo-[1,2-a]indeno[1,2-e]pyrazin-4-one). RXN SMILES: [CH:1]1[N:5]2[C:6]3[CH2:17][C:16]4[CH:15]=[CH:14][CH:13]=[CH:12][C:11]=4[C:7]=3[NH:8][C:9](=[O:10])[C:4]2=[N:3][CH:2]=1.[H-].[Na+].[CH2:20](Br)[C:21]1[CH:26]=[CH:25][CH:24]=[CH:23][CH:22]=1.O>CS(C)=O.C(O)(=O)C>[CH2:20]([C:17]1([CH2:7][C:11]2[CH:12]=[CH:13][CH:14]=[CH:15][CH:16]=2)[C:6]2[N:5]3[CH:1]=[CH:2][N:3]=[C:4]3[C:9](=[O:10])[NH:8][C:7]=2[C:11]2[CH:12]=[CH:13][CH:14]=[CH:15][C:16]1=2)[C:21]1[CH:26]=[CH:25][CH:24]=[CH:23][CH:22]=1 |f:1.2|. Reported procedure: To a solution of 0.45 g of 5H,10H-imidazo-[1,2-a]indeno[1,2-e]pyrazin-4-one in 20 ml of dimethyl sulphoxide under nitrogen are added, at a temperature in the region of 20° C. and with stirring, 60 mg of sodium hydride. The stirring is continued for 2 hours and a further 66 mg of sodium hydride are then added. The reaction medium is heated to 45° C. for 30 minutes, cooled to 20° C. and 0.25 ml of benzyl bromide are added. After continuing the stirring for 3 hours, the reaction mixture is poured i...